Dataset: the Open Reaction Database (ORD), a public repository of structured organic reaction records. Task: describe an organic reaction: reactants, conditions, products, and yield Reactants: CCOc1cc2c(cc1OC)C(c1ccc(C(=O)O)cc1)=NC1CCN(C)CC21, CC(C)NC(C)COC(=O)c1ccccc1. The product is CCOc1cc2c(cc1OC)C(c1ccc(C(=O)N(C(C)C)C(C)COC(=O)c3ccccc3)cc1)=NC1CCN(C)CC21. Reaction SMILES: [CH2:1]([CH3:2])[O:3][c:4]1[cH:5][c:6]2[c:7]([cH:26][c:27]1[O:28][CH3:29])[C:8]([c:17]1[cH:18][cH:19][c:20]([C:21](=[O:22])[OH:23])[cH:24][cH:25]1)=[N:9][CH:10]1[CH2:11][CH2:12][N:13]([CH3:16])[CH2:14][CH:15]21.[CH:30]([CH3:31])([CH3:32])[NH:33][CH:34]([CH2:35][O:36][C:37]([c:38]1[cH:39][cH:40][cH:41][cH:42][cH:43]1)=[O:44])[CH3:45]>>[CH2:1]([CH3:2])[O:3][c:4]1[cH:5][c:6]2[c:7]([cH:26][c:27]1[O:28][CH3:29])[C:8]([c:17]1[cH:18][cH:19][c:20]([C:21](=[O:22])[N:33]([CH:30]([CH3:31])[CH3:32])[CH:34]([CH2:35][O:36][C:37]([c:38]3[cH:39][cH:40][cH:41][cH:42][cH:43]3)=[O:44])[CH3:45])[cH:24][cH:25]1)=[N:9][CH:10]1[CH2:11][CH2:12][N:13]([CH3:16])[CH2:14][CH:15]21.